From a dataset of the Open Reaction Database (ORD), a public repository of structured organic reaction records. describe an organic reaction: reactants, conditions, products, and yield Reactants: CS(=O)(=O)OS(C)(=O)=O, CC#N, CC(CCO)N1CCOCC1. Product: CS(=O)(=O)O, CC(CCO)N1CCOCC1. As a reaction SMILES: [CH3:12][S:13](=[O:14])(=[O:15])[O:16][S:17]([CH3:18])(=[O:19])=[O:20].[CH3:21][C:22]#[N:23].[O:1]1[CH2:2][CH2:3][N:4]([CH:7]([CH2:8][CH2:9][OH:10])[CH3:11])[CH2:5][CH2:6]1>>[CH3:12][S:13](=[O:14])(=[O:15])[OH:16].[O:1]1[CH2:2][CH2:3][N:4]([CH:7]([CH2:8][CH2:9][OH:10])[CH3:11])[CH2:5][CH2:6]1. Starting materials: O=C([C@@H](O)[C@H](O)[C@H](O)CO)[O-].[Na+] (sodium D-arabinonate), O=C([C@H](O)[C@H](O)[C@H](O)CO)[O-].[Na+] (sodium D-ribonate), pentitols, pentonic acids. The reagents and catalysts are [Ni] (nickel). The product is C1([C@H](O)[C@H](O)[C@@H](CO)O1)=O (D-ribono-1,4-lactone), C([C@H](O)[C@H](O)[C@H](O)CO)O (ribitol). Reaction SMILES: [O:1]=[C:2]([O-:11])[C@H:3]([C@@H:5]([C@@H:7]([CH2:9][OH:10])O)[OH:6])[OH:4].[Na+].[O:13]=[C:14]([O-])[C@@H:15]([C@@H:17]([C@@H:19]([CH2:21][OH:22])[OH:20])[OH:18])[OH:16].[Na+]>[Ni]>[C:2]1(=[O:1])[O:11][C@H:7]([CH2:9][OH:10])[C@@H:5]([OH:6])[C@H:3]1[OH:4].[CH2:14]([OH:13])[C@@H:15]([C@@H:17]([C@@H:19]([CH2:21][OH:22])[OH:20])[OH:18])[OH:16] |f:0.1,2.3|. Procedure: According to this example the dissolution of the nickel catalyst was prevented by lowering the acidity of the reaction solution with an addition of alkali. The hydrogenation proceeded smoothly and the yield of pentitols was close to the maximum value of 75% in this case. The salts of pentonic acids, of course, did not undergo hydrogenation. On the contrary, sodium D-arabinonate was partly isomerized to sodium D-ribonate, and the subsequent hydrogenation of D-ribono-1,4-lactone resulted in enhanc...